Dataset: the Open Reaction Database (ORD), a public repository of structured organic reaction records. Task: describe an organic reaction: reactants, conditions, products, and yield The reactants are COc1c2c(c(OC)c(OC)c1OC)CC(CCCCCCCC=O)(c1ccccc1)C2, CC#N, [O-][Cl+][O-], [Na+], [Na+], [Na+], [Na+], O, O=P([O-])(O)O, OO, O=S([O-])[O-]. The product is COc1c2c(c(OC)c(OC)c1OC)CC(CCCCCCCC(=O)O)(c1ccccc1)C2. Reaction SMILES: [CH3:1][O:2][c:3]1[c:4]2[c:8]([c:9]([O:16][CH3:17])[c:10]([O:14][CH3:15])[c:11]1[O:12][CH3:13])[CH2:7][C:6]([c:18]1[cH:19][cH:20][cH:21][cH:22][cH:23]1)([CH2:24][CH2:25][CH2:26][CH2:27][CH2:28][CH2:29][CH2:30][CH:31]=[O:32])[CH2:5]2.[CH3:52][C:53]#[N:54].[Cl+:41]([O-:42])[O-:43].[Na+:33].[Na+:44].[Na+:49].[Na+:50].[OH2:51].[OH:34][P:35](=[O:36])([O-:37])[OH:38].[OH:39][OH:40].[S:45]([O-:46])([O-:47])=[O:48]>>[CH3:1][O:2][c:3]1[c:4]2[c:8]([c:9]([O:16][CH3:17])[c:10]([O:14][CH3:15])[c:11]1[O:12][CH3:13])[CH2:7][C:6]([c:18]1[cH:19][cH:20][cH:21][cH:22][cH:23]1)([CH2:24][CH2:25][CH2:26][CH2:27][CH2:28][CH2:29][CH2:30][C:31](=[O:32])[OH:34])[CH2:5]2. Starting materials: ClN(C1=C(C=CC=C1)F)C1=NC=NC2=CC(=C(C=C12)OC)O (4-(chloro-2-fluoroanilino)-7-hydroxy-6-methoxyquinazoline), CN(C)C=O (DMF), BrCCCOC1OCCCC1 (1-bromo-3-tetrahydropyranyloxypropane), C([O-])([O-])=O.[K+].[K+] (potassium carbonate). Run in O (water). Reaction conditions: temperature 90 celsius. Yields the product ClN(C1=C(C=CC=C1)F)COC1=NC=NC2=CC(=CC=C12)OCCCOC1OCCCC1 (4-(chloro-2-fluoroanilino)methoxy-7-(3-tetrahydropyran-2-yloxypropoxy)quinazoline). The yield is 49.0%. Reaction SMILES: [Cl:1][N:2]([C:10]1C2C(=CC(O)=C(OC)C=2)N=CN=1)[C:3]1[CH:8]=[CH:7][CH:6]=[CH:5][C:4]=1[F:9].Br[CH2:24][CH2:25][CH2:26][O:27][CH:28]1[CH2:33][CH2:32][CH2:31][CH2:30][O:29]1.[C:34](=[O:37])([O-])[O-].[K+].[K+].[CH3:40][N:41]([CH:43]=[O:44])C>O>[Cl:1][N:2]([CH2:10][O:44][C:43]1[C:4]2[C:3](=[CH:8][C:34]([O:37][CH2:24][CH2:25][CH2:26][O:27][CH:28]3[CH2:33][CH2:32][CH2:31][CH2:30][O:29]3)=[CH:6][CH:5]=2)[N:2]=[CH:40][N:41]=1)[C:3]1[CH:8]=[CH:7][CH:6]=[CH:5][C:4]=1[F:9] |f:2.3.4|. Procedure: A mixture of 4-(chloro-2-fluoroanilino)-7-hydroxy-6-methoxyquinazoline (3.28 g, 10 mmol), (prepared as described for the starting material in Example 2), 1-bromo-3-tetrahydropyranyloxypropane (2.5 g, 11 mmol) and potassium carbonate (5.0 g, 36 mmol) in DMF (50 ml) was stirred and heated at 90° C. for 3 hours. The reaction mixture was allowed to cool, was diluted with water (500 ml) and extracted with ethyl acetate (3×100 ml). The extracts were combined, washed with water (×3), and then brine, an... Reaction SMILES: [C:1]([CH3:2])([CH3:3])([CH3:4])[c:5]1[n:6][o:7][c:8]([CH:10]2[O:11][CH:12]([n:20]3[c:21]4[n:22][cH:23][n:24][c:25]([O:29][n:30]5[c:31]6[cH:32][cH:33][cH:34][cH:35][c:36]6[n:37][n:38]5)[c:26]4[n:27][cH:28]3)[CH:13]3[CH:14]2[O:15][C:16]([CH3:18])([CH3:19])[O:17]3)[n:9]1.[CH2:48]([CH:49]([CH3:50])[CH3:51])[NH2:52].[CH3:53][S:54]([CH3:55])=[O:56].[CH:39]([N:40]([CH:41]([CH3:42])[CH3:43])[CH2:44][CH3:45])([CH3:46])[CH3:47]>>[C:1]([CH3:2])([CH3:3])([CH3:4])[c:5]1[n:6][o:7][c:8]([CH:10]2[O:11][CH:12]([n:20]3[c:21]4[n:22][cH:23][n:24][c:25]([NH:52][CH2:48][CH:49]([CH3:50])[CH3:51])[c:26]4[n:27][cH:28]3)[CH:13]3[CH:14]2[O:15][C:16]([CH3:18])([CH3:19])[O:17]3)[n:9]1. Starting materials: CC1(C)OC2C(c3nc(C(C)(C)C)no3)OC(n3cnc4c(On5nnc6ccccc65)ncnc43)C2O1, CC(C)CN, CS(C)=O, CCN(C(C)C)C(C)C. The product is CC(C)CNc1ncnc2c1ncn2C1OC(c2nc(C(C)(C)C)no2)C2OC(C)(C)OC21. Starting materials: C(C(C)C)[SiH](C(C)C)C(C)C (Isobutyldiisopropylsilane), C(C)(C)[SiH](Cl)C(C)C (diisopropylchlorosilane). Solvent: cyclopropylmagnesium bromide THF. Product: C1(CC1)[SiH](C(C)C)C(C)C (Cyclopropyldiisopropylsilane). Reaction SMILES: [CH2:1]([SiH:5]([CH:9]([CH3:11])[CH3:10])[CH:6]([CH3:8])[CH3:7])[CH:2]([CH3:4])C.C([SiH](C(C)C)Cl)(C)C>>[CH:1]1([SiH:5]([CH:6]([CH3:7])[CH3:8])[CH:9]([CH3:10])[CH3:11])[CH2:2][CH2:4]1. Procedure: The procedure of synthesizing Compound 40a was repeated, except that diisopropylchlorosilane (4.10 mL, 96.0 mmol) and cyclopropylmagnesium bromide THF solution (1.0M, 100 mL) were employed, whereby the Compound 44a was obtained as a colorless liquid (boiling point; 35 mmHg, 86 to 89° C. fraction, 1.84 g, 50%). Starting materials: CCC1C2=CC3=C(C(=C(N3)C=C4C(=C(C(=CC5=NC(=C6C=C(C1(C6=N2)CC)C(=O)OCC)C(=C5CC)CC)N4)CC)CC)CC)CC (Purpurin NT2). The solvent is ClCCl (dichloromethane). Yields the product C12=CC=C(N1)C=C1C=CC(=N1)C=C1C=CC(N1)=CC=1C=CC(N1)=C2 (porphyrin). Reaction SMILES: CC[CH:3]1[C:23]2(CC)[C:24]3=[N:25][C:4]1=[CH:5][C:6]1[NH:10][C:9]([CH:11]=[C:12]4[NH:39][C:15](=[CH:16][C:17]5[C:34](CC)=[C:33](CC)[C:19](=[C:20]3C=C2C(OCC)=O)[N:18]=5)[C:14](CC)=[C:13]4CC)=[C:8](CC)[C:7]=1CC>ClCCl>[C:6]12[CH:5]=[C:4]3[N:25]=[C:24]([CH:23]=[CH:3]3)[CH:20]=[C:19]3[NH:18][C:17]([CH:34]=[CH:33]3)=[CH:16][C:15]3=[N:39][C:12]([CH:13]=[CH:14]3)=[CH:11][C:9]([NH:10]1)=[CH:8][CH:7]=2. Procedure details: A 50 mg portion of Purpurin NT2 was dissolved in 20 ml dichloromethane, and the resulting solution was allowed to stand for a total of 16 hours in sunlight, in contact with air, and under ambient conditions (temperature about 22°). The dichloromethane was then removed by evaporation, leaving 50 mg porphyrin derivative (hereafter "Porphyrin NT2") which was found by nuclear magnetic resonance to have the formula of FIG. 9 of the attached drawings where R1 through R8 are ethyl, R10 through R12 are ...